Dataset: the Open Reaction Database (ORD), a public repository of structured organic reaction records. Task: describe an organic reaction: reactants, conditions, products, and yield The reactants are C=CCCCC(=O)Cl, COc1ccc2nccc(N)c2n1, ClCCl. The product is C=CCCCC(=O)Nc1ccnc2ccc(OC)nc12. RXN SMILES: [C:14]([CH2:15][CH2:16][CH2:17][CH:18]=[CH2:19])(=[O:20])[Cl:21].[CH3:1][O:2][c:3]1[n:4][c:5]2[c:6]([NH2:13])[cH:7][cH:8][n:9][c:10]2[cH:11][cH:12]1.[Cl:22][CH2:23][Cl:24]>>[CH3:1][O:2][c:3]1[n:4][c:5]2[c:6]([NH:13][C:14]([CH2:15][CH2:16][CH2:17][CH:18]=[CH2:19])=[O:20])[cH:7][cH:8][n:9][c:10]2[cH:11][cH:12]1.